From a dataset of the Open Reaction Database (ORD), a public repository of structured organic reaction records. describe an organic reaction: reactants, conditions, products, and yield Reactants: NCC1CN(c2ccc(C3CN(C(=O)OCc4ccccc4)C3)c(F)c2)C(=O)O1, ClCCl, CN(C)c1ccccn1, CC(=O)OC(C)=O, c1ccncc1. The product is CC(=O)NCC1CN(c2ccc(C3CN(C(=O)OCc4ccccc4)C3)c(F)c2)C(=O)O1. As a reaction SMILES: [C:23](=[O:24])([O:25][CH2:26][c:27]1[cH:28][cH:29][cH:30][cH:31][cH:32]1)[N:33]1[CH2:34][CH:35]([c:37]2[c:38]([F:51])[cH:39][c:40]([N:43]3[C:44](=[O:50])[O:45][CH:46]([CH2:48][NH2:49])[CH2:47]3)[cH:41][cH:42]2)[CH2:36]1.[CH2:52]([Cl:53])[Cl:54].[CH3:14][N:15]([c:16]1[cH:17][cH:18][cH:19][cH:20][n:21]1)[CH3:22].[CH3:7][C:8](=[O:9])[O:10][C:11](=[O:12])[CH3:13].[cH:1]1[cH:2][cH:3][n:4][cH:5][cH:6]1>>[CH3:7][C:8](=[O:9])[NH:49][CH2:48][CH:46]1[O:45][C:44](=[O:50])[N:43]([c:40]2[cH:39][c:38]([F:51])[c:37]([CH:35]3[CH2:34][N:33]([C:23](=[O:24])[O:25][CH2:26][c:27]4[cH:28][cH:29][cH:30][cH:31][cH:32]4)[CH2:36]3)[cH:42][cH:41]2)[CH2:47]1. Reactants: BrC1=CC(=C(C(=O)O)C=C1)C (4-bromo-2-methylbenzoic acid), Cl.ClC=1C=C2C=CC(=CC2=CC1)S(=O)(=O)N1CCNCC1 (1-[(6-chloronaphthalen-2-yl)sulfonyl]piperazine hydrochloride). Product: BrC1=CC(=C(C(=O)N2CCN(CC2)S(=O)(=O)C2=CC3=CC=C(C=C3C=C2)Cl)C=C1)C (1-(4-Bromo-2-methylbenzoyl)-4-[(6-chloronaphthalen-2-yl)sulfonyl]piperazine). RXN SMILES: [Br:1][C:2]1[CH:10]=[CH:9][C:5]([C:6]([OH:8])=O)=[C:4]([CH3:11])[CH:3]=1.Cl.[Cl:13][C:14]1[CH:15]=[C:16]2[C:21](=[CH:22][CH:23]=1)[CH:20]=[C:19]([S:24]([N:27]1[CH2:32][CH2:31][NH:30][CH2:29][CH2:28]1)(=[O:26])=[O:25])[CH:18]=[CH:17]2>>[Br:1][C:2]1[CH:10]=[CH:9][C:5]([C:6]([N:30]2[CH2:29][CH2:28][N:27]([S:24]([C:19]3[CH:18]=[CH:17][C:16]4[C:21](=[CH:22][CH:23]=[C:14]([Cl:13])[CH:15]=4)[CH:20]=3)(=[O:26])=[O:25])[CH2:32][CH2:31]2)=[O:8])=[C:4]([CH3:11])[CH:3]=1 |f:1.2|. Reported procedure: In the same manner as in Referential Example 12, a reaction was conducted using 4-bromo-2-methylbenzoic acid and 1-[(6-chloronaphthalen-2-yl)sulfonyl]piperazine hydrochloride as starting materials, whereby the title compound was obtained. The reactants are CCOC(=O)c1cccc(C2CCN(C(=O)OC(C)(C)C)CC2)n1, CO, [Na+], [OH-]. Yields the product CC(C)(C)OC(=O)N1CCC(c2cccc(C(=O)O)n2)CC1. RXN SMILES: [CH2:1]([CH3:2])[O:3][C:4](=[O:5])[c:6]1[cH:7][cH:8][cH:9][c:10]([CH:12]2[CH2:13][CH2:14][N:15]([C:18](=[O:19])[O:20][C:21]([CH3:22])([CH3:23])[CH3:24])[CH2:16][CH2:17]2)[n:11]1.[CH3:27][OH:28].[Na+:26].[OH-:25]>>[O:3]=[C:4]([OH:5])[c:6]1[cH:7][cH:8][cH:9][c:10]([CH:12]2[CH2:13][CH2:14][N:15]([C:18](=[O:19])[O:20][C:21]([CH3:22])([CH3:23])[CH3:24])[CH2:16][CH2:17]2)[n:11]1. Starting materials: CN(C)C=O, CC(C)=O, ClC(Cl)Cl, O=C(Cl)C(=O)Cl, CCOC(=O)c1cnc2ccc([N+](=O)[O-])cc2c1O. The product is CCOC(=O)c1cnc2ccc([N+](=O)[O-])cc2c1Cl. As a reaction SMILES: [CH3:26][N:27]([CH3:28])[CH:29]=[O:30].[CH3:31][C:32](=[O:33])[CH3:34].[CH:35]([Cl:36])([Cl:37])[Cl:38].[Cl:20][C:21]([C:22]([Cl:23])=[O:24])=[O:25].[OH:1][c:2]1[c:3]([C:15](=[O:16])[O:17][CH2:18][CH3:19])[cH:4][n:5][c:6]2[cH:7][cH:8][c:9]([N+:12](=[O:13])[O-:14])[cH:10][c:11]12>>[c:2]1([Cl:20])[c:3]([C:15](=[O:16])[O:17][CH2:18][CH3:19])[cH:4][n:5][c:6]2[cH:7][cH:8][c:9]([N+:12](=[O:13])[O-:14])[cH:10][c:11]12. Reactants: C(=O)(Cl)Cl (phosgene), C1ONCCC2=C1C=CC=C2 (1,3,4,5-tetrahydro-2,3-benzoxazepine). Run in C1(=CC=CC=C1)C (toluene). Product: C1ON(CCC2=C1C=CC=C2)C(=O)Cl (1,3,4,5-Tetrahydro-2,3-benzoxazepine-3-carbonyl chloride). Yield: 81.5%. Reaction SMILES: [C:1]([Cl:4])(Cl)=[O:2].[CH2:5]1[C:11]2[CH:12]=[CH:13][CH:14]=[CH:15][C:10]=2[CH2:9][CH2:8][NH:7][O:6]1>C1(C)C=CC=CC=1>[CH2:5]1[C:11]2[CH:12]=[CH:13][CH:14]=[CH:15][C:10]=2[CH2:9][CH2:8][N:7]([C:1]([Cl:4])=[O:2])[O:6]1. Reported procedure: To a solution of 15.9 g. of phosgene in anhydrous toluene a solution of 19.8 g. (0.135 mole) of 1,3,4,5-tetrahydro-2,3-benzoxazepine in the same solvent was added at 0° - 15°C with stirring. After 6 hours it was washed with H2O, dried over Na2SO4 and the solvent evaporated. Recrystallization from EtOH yielded 22.85 g. (81.5%) of the title compound. Starting materials: CC1=NC=C(C(=O)OC)C=C1 (methyl 6-methylnicotinate), [BH4-].[Na+] (sodium borohydride). Solvent: CO (MeOH). Product: CC1=CC=C(C=N1)CO ((6-methylpyridin-3-yl)methanol). The yield is 63.9%. Reaction SMILES: [CH3:1][C:2]1[CH:11]=[CH:10][C:5]([C:6](OC)=[O:7])=[CH:4][N:3]=1.[BH4-].[Na+]>CO>[CH3:1][C:2]1[N:3]=[CH:4][C:5]([CH2:6][OH:7])=[CH:10][CH:11]=1 |f:1.2|. Reported procedure: A solution of methyl 6-methylnicotinate (16.3 g, 108 mmol) in MeOH (150 mL) was treated with sodium borohydride (12.2 g, 323 mmol) at ambient temperature in portions. The mixture was quenched with water (100 mL) and concentrated. This mixture was diluted with water (300 mL) and extracted with EtOAc. The combined organic extracts were dried (phase separator silicone treated filter paper) and concentrated to give (6-methylpyridin-3-yl)methanol (8.5 g, 64% yield) as a light yellow oil. Starting materials: CCOC(=O)CC1(c2cccc(OC)c2)CCCCCC1=O, CCOC=O, [Na]. As a reaction SMILES: [CH3:1][O:2][c:3]1[cH:4][c:5]([C:9]2([CH2:17][C:18](=[O:19])[O:20][CH2:21][CH3:22])[C:10](=[O:16])[CH2:11][CH2:12][CH2:13][CH2:14][CH2:15]2)[cH:6][cH:7][cH:8]1.[CH:24](=[O:25])[O:26][CH2:27][CH3:28].[Na:23]>>[CH3:1][O:2][c:3]1[cH:4][c:5]([C:9]2([CH2:17][C:18](=[O:19])[O:20][CH2:21][CH3:22])[C:10](=[O:16])[CH:11]([CH:24]=[O:25])[CH2:12][CH2:13][CH2:14][CH2:15]2)[cH:6][cH:7][cH:8]1. Yields the product CCOC(=O)CC1(c2cccc(OC)c2)CCCCC(C=O)C1=O. The yield is 90.0%. Conditions: temperature 0 celsius, time 0.5 hour. Yields the product C(C)(=O)NC=1C=C(C(=CC1[N+](=O)[O-])F)C(F)(F)F (3-acetamido-6-fluoro-4-nitrobenzotrifluoride). RXN SMILES: [C:1]([NH:4][C:5]1[CH:6]=[C:7]([C:12]([F:15])([F:14])[F:13])[C:8]([F:11])=[CH:9][CH:10]=1)(=[O:3])[CH3:2].[N+:16]([O-])([OH:18])=[O:17]>OS(O)(=O)=O>[C:1]([NH:4][C:5]1[CH:6]=[C:7]([C:12]([F:15])([F:13])[F:14])[C:8]([F:11])=[CH:9][C:10]=1[N+:16]([O-:18])=[O:17])(=[O:3])[CH3:2]. Reported procedure: To 3-acetamido-6-fluorobenzotrifluoride (2.4 g, 10.85 mmol) in concentrated H2SO4 (10 mL) at 0° C. was added dropwise 70% HNO3 (1.5 mL, Baker). The mixture was stirred at 0° C. for 0.5 h, then at room temperature for 3 h and it was poured into ice water (20 g). The precipitate was collected by filtration, affording 2.6 g (90%) of crude 3-acetamido-6-fluoro-4-nitrobenzotrifluoride. It was crystallized from EtOH/H2O to give 2.1 g of pure compound as yellow needles. 1H NMR (CDCl3): δ 2.318 (s, 3H),... Solvent: OS(=O)(=O)O (H2SO4). Reactants: C(C)(=O)NC=1C=C(C(=CC1)F)C(F)(F)F (3-acetamido-6-fluorobenzotrifluoride), [N+](=O)(O)[O-] (HNO3), ice water. Reactants: [H-], CI, [Na+], C1CCOC1, CS(=O)(=O)Nc1ccc2ncsc2c1. The product is CN(c1ccc2ncsc2c1)S(C)(=O)=O. RXN SMILES: [H-:1].[I:17][CH3:18].[Na+:2].[O:19]1[CH2:20][CH2:21][CH2:22][CH2:23]1.[s:3]1[cH:4][n:5][c:6]2[c:7]1[cH:8][c:9]([NH:12][S:13](=[O:14])(=[O:15])[CH3:16])[cH:10][cH:11]2>>[s:3]1[cH:4][n:5][c:6]2[c:7]1[cH:8][c:9]([N:12]([S:13](=[O:14])(=[O:15])[CH3:16])[CH3:18])[cH:10][cH:11]2.